This data is from the Open Reaction Database (ORD), a public repository of structured organic reaction records. The task is: describe an organic reaction: reactants, conditions, products, and yield Reactants: [OH-].[NH4+] (ammonium hydroxide), [BH4-].[Na+] (sodium borohydride), ClC1=C(C=C(C=C1)N1CCC(CC1)C(CN1N=C(C(=C1C)Cl)C(F)(F)F)=O)OC (1-(1-(4-chloro-3-methoxyphenyl)piperidin-4-yl)-2-(4-chloro-5-methyl-3-(trifluoromethyl)-1H-pyrazol-1-yl)ethanone), N (ammonia), solution. The reagents and catalysts are CC([O-])C.[Ti+4].CC([O-])C.CC([O-])C.CC([O-])C (titanium(IV) isopropoxide). The solvent is C(Cl)Cl (DCM), C(Cl)Cl (DCM), C(Cl)Cl (DCM), CCO (EtOH). Run at time 20 minute. Yields the product ClC1=C(C=C(C=C1)N1CCC(CC1)C(CN1N=C(C(=C1C)Cl)C(F)(F)F)N)OC (1-(1-(4-chloro-3-methoxyphenyl)piperidin-4-yl)-2-(4-chloro-5-methyl-3-(trifluoromethyl)-1H-pyrazol-1-yl)ethanamine). Yield: 60.0%. As a reaction SMILES: [Cl:1][C:2]1[CH:7]=[CH:6][C:5]([N:8]2[CH2:13][CH2:12][CH:11]([C:14](=O)[CH2:15][N:16]3[C:20]([CH3:21])=[C:19]([Cl:22])[C:18]([C:23]([F:26])([F:25])[F:24])=[N:17]3)[CH2:10][CH2:9]2)=[CH:4][C:3]=1[O:28][CH3:29].[NH3:30].[BH4-].[Na+].[OH-].[NH4+]>C(Cl)Cl.CCO.CC(C)[O-].[Ti+4].CC(C)[O-].CC(C)[O-].CC(C)[O-]>[Cl:1][C:2]1[CH:7]=[CH:6][C:5]([N:8]2[CH2:13][CH2:12][CH:11]([CH:14]([NH2:30])[CH2:15][N:16]3[C:20]([CH3:21])=[C:19]([Cl:22])[C:18]([C:23]([F:26])([F:25])[F:24])=[N:17]3)[CH2:10][CH2:9]2)=[CH:4][C:3]=1[O:28][CH3:29] |f:2.3,4.5,8.9.10.11.12|. Procedure: A solution of 1-(1-(4-chloro-3-methoxyphenyl)piperidin-4-yl)-2-(4-chloro-5-methyl-3-(trifluoromethyl)-1H-pyrazol-1-yl)ethanone (825 mg, 1.832 mmol) in DCM (5 mL) was treated with ammonia (9.16 mL of a 2.0 M solution in EtOH, 18.32 mmol) and stirred at RT in a sealed flask for 20 min. The flask was then charged with titanium(IV) isopropoxide (2.163 mL, 7.33 mmol) and re-sealed. The reaction mixture was stirred at RT for 16 h before being treated with sodium borohydride (0.259 mL, 7.33 mmol) in sm... Reactants: C(#N)C1=CC=C(C=C1)N1C[C@H](CCC1)N[C@H]1[C@@H](CCCC1)NC1=NC=CC(=C1)\C=C/C(=O)OC(C)(C)C ((Z)-tert-butyl 3-(2-(((1R,2R)-2-(((S)-1-(4-cyanophenyl)piperidin-3-yl)amino)cyclohexyl)amino)pyridin-4-yl)acrylate), C(=O)(C(F)(F)F)O (TFA). Run in C(Cl)Cl (CH2Cl2). Run at time 8 hour. The product is C(#N)C1=CC=C(C=C1)N1C[C@H](CCC1)N[C@H]1[C@@H](CCCC1)NC1=NC=CC(=C1)\C=C/C(=O)O ((Z)-3-(2-(((1R,2R)-2-(((S)-1-(4-cyanophenyl)piperidin-3-yl)amino)cyclohexyl)amino)pyridin-4-yl)acrylic acid). The yield is 81.7%. As a reaction SMILES: [C:1]([C:3]1[CH:8]=[CH:7][C:6]([N:9]2[CH2:14][CH2:13][CH2:12][C@H:11]([NH:15][C@@H:16]3[CH2:21][CH2:20][CH2:19][CH2:18][C@H:17]3[NH:22][C:23]3[CH:28]=[C:27](/[CH:29]=[CH:30]\[C:31]([O:33]C(C)(C)C)=[O:32])[CH:26]=[CH:25][N:24]=3)[CH2:10]2)=[CH:5][CH:4]=1)#[N:2].C(O)(C(F)(F)F)=O>C(Cl)Cl>[C:1]([C:3]1[CH:4]=[CH:5][C:6]([N:9]2[CH2:14][CH2:13][CH2:12][C@H:11]([NH:15][C@@H:16]3[CH2:21][CH2:20][CH2:19][CH2:18][C@H:17]3[NH:22][C:23]3[CH:28]=[C:27](/[CH:29]=[CH:30]\[C:31]([OH:33])=[O:32])[CH:26]=[CH:25][N:24]=3)[CH2:10]2)=[CH:7][CH:8]=1)#[N:2]. Procedure details: To a round bottom flask was aded (Z)-tert-butyl 3-(2-(((1R,2R)-2-(((S)-1-(4-cyanophenyl)piperidin-3-yl)amino)cyclohexyl)amino)pyridin-4-yl)acrylate (30 mg, 0.060 mmol), TFA (1 mL) and CH2Cl2 (1 mL). The reaction was stirred at rt overnight. The reaction was concentrated and dried to give (Z)-3-(2-(((1R,2R)-2-(((S)-1-(4-cyanophenyl)piperidin-3-yl)amino)cyclohexyl)amino)pyridin-4-yl)acrylic acid (29 mg, 0.049 mmol, 82% yield) as a beige solid. Anal. Calcd. for C26H31N5O2 m/z 445.5, found: 446.4 (M... Reactants: ClC=1N=C(C2=C(N1)C(=CS2)C)NC(CC)C (2-chloro-7-methyl-4-(1-methylpropylamino)thieno[3,2-d]pyrimidine), C(C=C)N (allylamine), C(O)([O-])=O.[Na+] (sodium hydrogen carbonate). Product: C(C=C)NC=1N=C(C2=C(N1)C(=CS2)C)NC(CC)C (2-Allylamino-7-methyl-4-(1-methylpropylamino)thieno[3,2-d]pyrimidine). Yield: 80.2%. As a reaction SMILES: Cl[C:2]1[N:3]=[C:4]([NH:12][CH:13]([CH3:16])[CH2:14][CH3:15])[C:5]2[S:10][CH:9]=[C:8]([CH3:11])[C:6]=2[N:7]=1.[CH2:17]([NH2:20])[CH:18]=[CH2:19].C(=O)([O-])O.[Na+]>>[CH2:17]([NH:20][C:2]1[N:3]=[C:4]([NH:12][CH:13]([CH3:16])[CH2:14][CH3:15])[C:5]2[S:10][CH:9]=[C:8]([CH3:11])[C:6]=2[N:7]=1)[CH:18]=[CH2:19] |f:2.3|. Procedure details: In a sealed tube were heated 307 mg (1.2 mmol) of 2-chloro-7-methyl-4-(1-methylpropylamino)thieno[3,2-d]pyrimidine and 1.10 g (19.2 mmol) of allylamine at 160° C. for 16 hours. After completion of the reaction, the reaction mixture was allowed to resume room temperature, and a saturated aqueous sodium hydrogen carbonate solution was added thereto, followed by extraction with ethyl acetate (50 ml×2). The organic layer was washed with brine and dried over anhydrous sodium sulfate, and then the sol... The reactants are N1=CC=CC=C1 (pyridine), C(=O)(Cl)Cl (phosgene), 10.5, S(=O)(=O)(C)NC(=O)N (N-mesylurea). Solvent: ClCCl (dichloromethane). Product: S(=O)(=O)(C)NC(=O)NC(=O)Cl (N-Mesyl-N'-chlorocarbonyl-urea). Reaction SMILES: N1C=CC=CC=1.[S:7]([NH:11][C:12]([NH2:14])=[O:13])([CH3:10])(=[O:9])=[O:8].[C:15](Cl)([Cl:17])=[O:16]>ClCCl>[S:7]([NH:11][C:12]([NH:14][C:15]([Cl:17])=[O:16])=[O:13])([CH3:10])(=[O:9])=[O:8]. Procedure: 6.1 parts by volume of pyridine were added dropwise, while cooling, to a mixture of 10.5 parts by weight of N-mesylurea, 60 parts. by volume of dichloromethane and 15.0 parts by weight of phosgene, while cooling, and after some hours at 0°C the excess of the phosgene was removed, the precipitate present was filtered off and the filtrate was completely concentrated in vacuo. A viscous oil remained, which had an absorption at 1800 cm-1 in the carbonyl region of the IR-spectrum. The substance was u... Reactants: OCCCCO, CCOC(=O)N1C(=O)c2ccccc2C1=O. Yields the product CCOC(=O)NC(=O)c1ccccc1C(=O)OCCCCO. Reaction SMILES: [CH2:17]([CH2:18][CH2:19][CH2:20][OH:21])[OH:22].[CH2:1]([CH3:2])[O:3][C:4](=[O:5])[N:6]1[C:7](=[O:16])[c:8]2[c:9]([cH:12][cH:13][cH:14][cH:15]2)[C:10]1=[O:11]>>[CH2:1]([CH3:2])[O:3][C:4](=[O:5])[NH:6][C:10]([c:9]1[c:8]([C:7](=[O:16])[O:22][CH2:17][CH2:18][CH2:19][CH2:20][OH:21])[cH:15][cH:14][cH:13][cH:12]1)=[O:11]. The reactants are CC(C)(C)OC(=O)NC(C(=O)O)c1ccccc1, [CH3], CNCc1ccccc1, ClCCl, Cl, O, On1nnc2ccccc21, NC(C(=O)O)c1ccccc1. Yields the product CN(Cc1ccccc1)C(=O)C(NC(=O)OC(C)(C)C)c1ccccc1. Reaction SMILES: [C:2]([CH3:3])([CH3:4])([CH3:5])[O:6][C:7](=[O:8])[NH:9][CH:10]([C:11](=[O:12])[OH:13])[c:14]1[cH:15][cH:16][cH:17][cH:18][cH:19]1.[CH3:1].[CH3:42][NH:43][CH2:44][c:45]1[cH:46][cH:47][cH:48][cH:49][cH:50]1.[Cl:52][CH2:53][Cl:54].[ClH:51].[OH2:31].[OH:32][n:33]1[c:34]2[cH:35][cH:36][cH:37][cH:38][c:39]2[n:40][n:41]1.[c:20]1([CH:21]([C:22]([OH:23])=[O:24])[NH2:25])[cH:26][cH:27][cH:28][cH:29][cH:30]1>>[C:2]([CH3:3])([CH3:4])([CH3:5])[O:6][C:7](=[O:8])[NH:9][CH:10]([C:11](=[O:13])[N:43]([CH3:42])[CH2:44][c:45]1[cH:46][cH:47][cH:48][cH:49][cH:50]1)[c:14]1[cH:15][cH:16][cH:17][cH:18][cH:19]1.